This data is from the Open Reaction Database (ORD), a public repository of structured organic reaction records. The task is: describe an organic reaction: reactants, conditions, products, and yield Reactants: CO, COC(=O)C1=CC(O)C(NC(=O)OC(C)(C)C)C1. Product: COC(=O)C1CC(O)C(NC(=O)OC(C)(C)C)C1. As a reaction SMILES: [CH3:19][OH:20].[CH3:1][O:2][C:3](=[O:4])[C:5]1=[CH:6][CH:7]([OH:18])[CH:8]([NH:10][C:11](=[O:12])[O:13][C:14]([CH3:15])([CH3:16])[CH3:17])[CH2:9]1>>[CH3:1][O:2][C:3](=[O:4])[CH:5]1[CH2:6][CH:7]([OH:18])[CH:8]([NH:10][C:11](=[O:12])[O:13][C:14]([CH3:15])([CH3:16])[CH3:17])[CH2:9]1. Starting materials: C(C)OCC (diethyl ether), ClC1=C(C=CC=C1)C(C(=O)N)N1CC2=C(CC1)SC=C2 ((±)-(2-chlorophenyl)-(6,7-dihydro-4H-thieno[3,2-c]pyrid-5-yl)acetamide), ClC1=C(C=CC=C1)C(C#N)N1CC2=C(CC1)SC=C2 ((±)-(2-chlorophenyl)-(6,7-dihydro-4H-thieno[3,2-c]pyrid-5-yl)acetonitrile), S(O)(O)(=O)=O (sulfuric acid). The solvent is CC(=O)C (acetone). Reaction conditions: time 0.5 hour. Product: S(=O)(=O)(O)O.ClC1=C(C=CC=C1)C(C(=O)N)N1CC2=C(CC1)SC=C2 ((±)-(2-chlorophenyl)-(6,7-dihydro-4H-thieno[3,2-c]pyrid-5-yl)acetamide Hydrogen Sulfate Salt). The yield is 76.0%. Reaction SMILES: [Cl:1][C:2]1[CH:7]=[CH:6][CH:5]=[CH:4][C:3]=1[CH:8]([N:12]1[CH2:17][CH2:16][C:15]2[S:18][CH:19]=[CH:20][C:14]=2[CH2:13]1)[C:9]([NH2:11])=[O:10].ClC1C=CC=CC=1C(N1CCC2SC=CC=2C1)C#N.[S:40](=[O:44])(=[O:43])([OH:42])[OH:41].C(OCC)C>CC(C)=O>[S:40]([OH:44])([OH:43])(=[O:42])=[O:41].[Cl:1][C:2]1[CH:7]=[CH:6][CH:5]=[CH:4][C:3]=1[CH:8]([N:12]1[CH2:17][CH2:16][C:15]2[S:18][CH:19]=[CH:20][C:14]=2[CH2:13]1)[C:9]([NH2:11])=[O:10] |f:5.6|. Reported procedure: 2 g (6.48 mole) of (±)-(2-chlorophenyl)-(6,7-dihydro-4H-thieno[3,2-c]pyrid-5-yl)acetamide of formula (IV), was dissolved in 10 mL acetone. To the reaction mixture 1 mL of sulfuric acid was added and was stirred for 0.5 hr. Later 5 mL of diethyl ether was added and stirred overnight at room temperature to obtain a salt. The salt 2 g (76%) was isolated by filtration and washed with acetone. Starting materials: C(C)(=O)OC1=C2CC(NC2=CC=C1)=O (4-(acetyloxy)-1,3-dihydro-2H-indol-2-one), C([O-])([O-])=O.[Na+].[Na+] (sodium carbonate), C(C)(=O)OC(C)=O (acetic anhydride). Run in O1CCCC1 (tetrahydrofuran). Conditions: time 18 hour. The product is C(C)(=O)N1C(CC2=C(C=CC=C12)OC(C)=O)=O (acetic acid 1-acetyl-2-oxo-2,3-dihydro-1H-indol-4-yl ester). Yield: 27.4%. Reaction SMILES: [C:1]([O:4][C:5]1[CH:13]=[CH:12][CH:11]=[C:10]2[C:6]=1[CH2:7][C:8](=[O:14])[NH:9]2)(=[O:3])[CH3:2].C(=O)([O-])[O-].[Na+].[Na+].[C:21](OC(=O)C)(=[O:23])[CH3:22]>O1CCCC1>[C:21]([N:9]1[C:10]2[C:6](=[C:5]([O:4][C:1](=[O:3])[CH3:2])[CH:13]=[CH:12][CH:11]=2)[CH2:7][C:8]1=[O:14])(=[O:23])[CH3:22] |f:1.2.3|. Procedure details: To a mixture of 4-(acetyloxy)-1,3-dihydro-2H-indol-2-one (J. Med. Chem., 38:2802–2808, 1995; 1.44 g, 7.5 mmol) and sodium carbonate (5.3 g, 50 mmol) in tetrahydrofuran (50 mL) is added acetic anhydride (4.3 mL, 45 mmol). The mixture is stirred at ambient temperature for 18 hours, and partitioned between ethyl acetate and water. After drying (magnesium sulfate), the solvent is removed in vacuo. The crude material is preadsorbed on silica gel (10 g), and purified by flash chromtography (90 g SiO2,... The reactants are C(CCC(=O)C)(=O)O (levulinic acid), ClCC(=O)OC(CCl)=O (monochloroacetic anhydride), COC1=C(C=CC=C1)OC (1,2-dimethoxybenzene). The solvent is ClC(C)Cl (dichloroethane). Run at temperature 50 celsius, time 5.5 hour. Yields the product C(C)(=O)CCC(=O)C1=CC(=C(C=C1)OC)OC (4-(β-acetylpropionyl)-1,2-dimethoxybenzene). Isolated yield 81.8%. Reaction SMILES: [C:1](O)(=[O:7])[CH2:2][CH2:3][C:4]([CH3:6])=[O:5].ClCC(OC(=O)CCl)=O.[CH3:18][O:19][C:20]1[CH:25]=[CH:24][CH:23]=[CH:22][C:21]=1[O:26][CH3:27]>ClC(Cl)C>[C:4]([CH2:3][CH2:2][C:1]([C:23]1[CH:24]=[CH:25][C:20]([O:19][CH3:18])=[C:21]([O:26][CH3:27])[CH:22]=1)=[O:7])(=[O:5])[CH3:6]. Procedure: In 50 ml of dichloroethane were dissolved 5.8 g (0.05 mole) of levulinic acid and 10.26 g (0.06 mole) of monochloroacetic anhydride. To the resulting solution were added 8.98 g (0.065 mole) of 1,2-dimethoxybenzene and 0.71 g of boron trifluoride-diethyl ether complex and the resulting mixture was then stirred at 50° C. for 5.5 hours. After completion of the reaction, the reaction solution was cooled and washed successively with water, 5% aqueous sodium carbonate solution and water. The organic l... The reactants are C(C)OC(=O)C1(N(C(CC1)=O)C=1C=NC(=CC1)OC1=CC=C(C=C1)C(=O)O)C(=O)OCC (1-[6-(4-Carboxy-phenoxy)-pyridin-3-yl]-5-oxo-pyrrolidine-2,2-dicarboxylic acid diethyl ester), O.ON1N=NC2=C1C=CC=C2 (1-hydroxybenzotriazole hydrate), ClCCCl (1,2-dichloroethane), C(Cl)Cl (methylene chloride), boc-hydrazide. Run in C(C)(=O)OCC (ethyl acetate). Conditions: time 20 minute. The product is C(C)OC(=O)C1(N(C(CC1)=O)C=1C=NC(=CC1)OC1=CC=C(C=C1)C(=O)NN)C(=O)OCC (1-[6-(4-Hydrazinocarbonyl-phenoxy)-pyridin-3-yl]-5-oxo-pyrrolidine-2,2-dicarboxylic acid diethyl ester). The yield is 45.2%. RXN SMILES: [CH2:1]([O:3][C:4]([C:6]1([C:28]([O:30][CH2:31][CH3:32])=[O:29])[CH2:10][CH2:9][C:8](=[O:11])[N:7]1[C:12]1[CH:13]=[N:14][C:15]([O:18][C:19]2[CH:24]=[CH:23][C:22]([C:25]([OH:27])=O)=[CH:21][CH:20]=2)=[CH:16][CH:17]=1)=[O:5])[CH3:2].O.O[N:35]1C2C=CC=CC=2N=[N:36]1.ClCCCl.C(Cl)Cl>C(OCC)(=O)C>[CH2:31]([O:30][C:28]([C:6]1([C:4]([O:3][CH2:1][CH3:2])=[O:5])[CH2:10][CH2:9][C:8](=[O:11])[N:7]1[C:12]1[CH:13]=[N:14][C:15]([O:18][C:19]2[CH:24]=[CH:23][C:22]([C:25]([NH:35][NH2:36])=[O:27])=[CH:21][CH:20]=2)=[CH:16][CH:17]=1)=[O:29])[CH3:32] |f:1.2|. Reported procedure: A mixture of affording 1-[6-(4-Carboxy-phenoxy)-pyridin-3-yl]-5-oxo-pyrrolidine-2,2-dicarboxylic acid diethyl ester (0.4 g, 0.97 mmol), 1-hydroxybenzotriazole hydrate (0.176 g, 1.3 mmol), 1,2-dichloroethane (0.25 g, 1.3 mmol) and 6 mL of methylene chloride was stirred at room temperature for 20 minutes. The mixture was treated with boc-hydrazide (0.17 g, 1.3 mmol) and stirred at room temperature overnight. The mixture was diluted with ethyl acetate, washed with 1M hydrochloric acid, sodium bicar... Run at time 2 hour. The reactants are [Cl-].[NH4+] (ammonium chloride), C(CCC)OC=1C(=C(C=CC1)F)F (3-Butoxy-1,2-difluorobenzene), C(C)(CC)[Li] (sec-Butyllithium), O1CCOC12CCC(CC2)C2CCC(CC2)=O (4-(1,4-dioxaspiro[4.5]decan-8-yl)-cyclohexanone). Procedure: 3-Butoxy-1,2-difluorobenzene (7) (10.0 g) and THF (200 ml) were added to a reaction vessel under an atmosphere of nitrogen, and cooled to −74° C. sec-Butyllithium (1.00 M, in n-hexane and cyclohexane solution; 64.0 ml) was added dropwise in the temperature range of −74° C. to −70° C., and the stirring was continued for another 2 hours. Successively, 4-(1,4-dioxaspiro[4.5]decan-8-yl)-cyclohexanone (21) (12.8 g) in THF (50 ml) solution was added dropwise in the temperature range of −75° C. to −70°... The solvent is C(C)(=O)OCC (ethyl acetate), C1CCOC1 (THF), C1CCOC1 (THF). The yield is 99.6%. Yields the product O1CCOC12CCC(CC2)C2CCC(CC2)(O)C2=C(C(=C(C=C2)OCCCC)F)F (4-(1,4-dioxaspiro[4.5]decan-8-yl)-1-(4-butoxy-2,3-difluorophenyl)-cyclohexanol). As a reaction SMILES: [CH2:1]([O:5][C:6]1[C:7]([F:13])=[C:8]([F:12])[CH:9]=[CH:10][CH:11]=1)[CH2:2][CH2:3][CH3:4].C([Li])(CC)C.[O:19]1[C:23]2([CH2:28][CH2:27][CH:26]([CH:29]3[CH2:34][CH2:33][C:32](=[O:35])[CH2:31][CH2:30]3)[CH2:25][CH2:24]2)[O:22][CH2:21][CH2:20]1.[Cl-].[NH4+]>C1COCC1.C(OCC)(=O)C>[O:19]1[C:23]2([CH2:24][CH2:25][CH:26]([CH:29]3[CH2:34][CH2:33][C:32]([C:9]4[CH:10]=[CH:11][C:6]([O:5][CH2:1][CH2:2][CH2:3][CH3:4])=[C:7]([F:13])[C:8]=4[F:12])([OH:35])[CH2:31][CH2:30]3)[CH2:27][CH2:28]2)[O:22][CH2:21][CH2:20]1 |f:3.4|. Starting materials: C1=C(C=CC2=CC=CC=C12)N (2-naphthylamine), C1=CC(=CC2=C(C=C(C=C21)S(=O)(=O)O)S(=O)(=O)O)N (acid), NC1=C(C=2C=C(C=C(C2C=C1)S(=O)(=O)O)S(=O)(=O)O)S(=O)(=O)O (2-amino-1,5,7-naphthalene trisulfonic acid), NC1=CC2=C(C=C(C=C2C=C1)S(=O)(=O)O)S(=O)(=O)O (2-amino-6,8-naphthalenedisulfonic acid). The solvent is OS(=O)(=O)O.O=S(=O)=O (oleum). The product is C1=CC2=C(C=C(C=C2C=C1N)S(=O)(=O)O)S(=O)(=O)O (Amino J Acid). Reaction SMILES: C1C2C(=CC=CC=2)C=CC=1N.[NH2:12][C:13]1[CH:22]=[CH:21][C:20]2[C:19]([S:23]([OH:26])(=[O:25])=[O:24])=[CH:18][C:17]([S:27]([OH:30])(=[O:29])=[O:28])=[CH:16][C:15]=2[C:14]=1S(O)(=O)=O.NC1C=CC2C(=C(S(O)(=O)=O)C=C(S(O)(=O)=O)C=2)C=1>OS(O)(=O)=O.O=S(=O)=O>[CH:22]1[C:13]([NH2:12])=[CH:14][C:15]2[C:20](=[C:19]([S:23]([OH:26])(=[O:25])=[O:24])[CH:18]=[C:17]([S:27]([OH:30])(=[O:28])=[O:29])[CH:16]=2)[CH:21]=1 |f:3.4|. Procedure: When 2-naphthylamine (BNA) is sulfonated in oleum, the sulfonation products are principally 2-amino-1,5,7-naphthalene trisulfonic acid and 2-amino-6,8-naphthalenedisulfonic acid (Amino G Acid). Hydrolysis of the trisulfonic acid provides Amino J Acid (2-amino-5,7-naphthalenedisulfonic acid). Thus, using this so-called BNA route, it is possible to prepare a fixed ratio of both Amino J Acid and Amino G Acid. However, because of the known carcinogenicity of 2-naphthylamine, this route is not used. ...